Dataset: the Open Reaction Database (ORD), a public repository of structured organic reaction records. Task: describe an organic reaction: reactants, conditions, products, and yield Starting materials: [BH4-], CO, Cl, [Na+], CC(=O)CCc1cc(O)n2nccc2n1. The product is CC(O)CCc1cc(O)n2nccc2n1. Reaction SMILES: [BH4-:16].[CH3:19][OH:20].[ClH:18].[Na+:17].[OH:1][c:2]1[cH:3][c:4]([CH2:11][CH2:12][C:13]([CH3:14])=[O:15])[n:5][c:6]2[n:7]1[n:8][cH:9][cH:10]2>>[OH:1][c:2]1[cH:3][c:4]([CH2:11][CH2:12][CH:13]([CH3:14])[OH:15])[n:5][c:6]2[n:7]1[n:8][cH:9][cH:10]2. Reactants: Cc1cc(CC(NC(=O)N2CCC(N3Cc4ccccc4NC3=O)CC2)C(=O)NC(CCCCNC(=O)OC(C)(C)C)C(=O)N2CCN(c3ccncc3)CC2)cc2cn[nH]c12, Cc1cc(CC(NC(=O)N2CCC(c3cc4ccccc4[nH]c3=O)CC2)C(=O)NC(CCCCN)C(=O)N2CCN(c3ccncc3)CC2)cc2cn[nH]c12. Yields the product Cc1cc(CC(NC(=O)N2CCC(N3Cc4ccccc4NC3=O)CC2)C(=O)NC(CCCCN)C(=O)N2CCN(c3ccncc3)CC2)cc2cn[nH]c12. As a reaction SMILES: [CH3:1][c:2]1[cH:3][c:4]([CH2:11][CH:12]([C:13](=[O:14])[NH:15][CH:16]([CH2:17][CH2:18][CH2:19][CH2:20][NH:21][C:22](=[O:23])[O:24][C:25]([CH3:26])([CH3:27])[CH3:28])[C:29]([N:30]2[CH2:31][CH2:32][N:33]([c:36]3[cH:37][cH:38][n:39][cH:40][cH:41]3)[CH2:34][CH2:35]2)=[O:42])[NH:43][C:44](=[O:45])[N:46]2[CH2:47][CH2:48][CH:49]([N:52]3[C:53](=[O:62])[NH:54][c:55]4[cH:56][cH:57][cH:58][cH:59][c:60]4[CH2:61]3)[CH2:50][CH2:51]2)[cH:5][c:6]2[cH:7][n:8][nH:9][c:10]12.[NH2:63][CH2:64][CH2:65][CH2:66][CH2:67][CH:68]([NH:69][C:70](=[O:71])[CH:72]([NH:73][C:74]([N:75]1[CH2:76][CH2:77][CH:78]([c:79]2[c:80](=[O:81])[nH:82][c:83]3[c:84]([cH:85]2)[cH:86][cH:87][cH:88][cH:89]3)[CH2:90][CH2:91]1)=[O:92])[CH2:93][c:94]1[cH:95][c:96]2[c:97]([c:98]([CH3:99])[cH:100]1)[nH:101][n:102][cH:103]2)[C:104](=[O:105])[N:106]1[CH2:107][CH2:108][N:109]([c:110]2[cH:111][cH:112][n:113][cH:114][cH:115]2)[CH2:116][CH2:117]1>>[CH3:1][c:2]1[cH:3][c:4]([CH2:11][CH:12]([C:13](=[O:14])[NH:15][CH:16]([CH2:17][CH2:18][CH2:19][CH2:20][NH2:21])[C:29]([N:30]2[CH2:31][CH2:32][N:33]([c:36]3[cH:37][cH:38][n:39][cH:40][cH:41]3)[CH2:34][CH2:35]2)=[O:42])[NH:43][C:44](=[O:45])[N:46]2[CH2:47][CH2:48][CH:49]([N:52]3[C:53](=[O:62])[NH:54][c:55]4[cH:56][cH:57][cH:58][cH:59][c:60]4[CH2:61]3)[CH2:50][CH2:51]2)[cH:5][c:6]2[cH:7][n:8][nH:9][c:10]12. Starting materials: C(C)(=O)NN (Acetic hydrazide), BrC1=C(CBr)C=CC=C1 (2-bromobenzyl bromide). Solvent: C(C)O (ethanol), C(C)O (ethanol). Run at temperature 0 celsius, time 8 hour. Product: C(C1=CC=CC=C1)NNC(C)=O (acetic acid N′-benzyl-hydrazide). The yield is 129.4%. Reaction SMILES: [C:1]([NH:4][NH2:5])(=[O:3])[CH3:2].Br[C:7]1[CH:14]=[CH:13][CH:12]=[CH:11][C:8]=1[CH2:9]Br>C(O)C>[CH2:9]([NH:5][NH:4][C:1](=[O:3])[CH3:2])[C:8]1[CH:11]=[CH:12][CH:13]=[CH:14][CH:7]=1. Procedure details: Acetic hydrazide (1.78 g, 24 mmol) was dissolved in ethanol (20 mL) and cooled to 0° C. A solution of 2-bromobenzyl bromide (2 g, 8 mmol) in ethanol (10 mL) was added slowly and stirred at room temperature overnight. The reaction mixture was concentrated under reduced pressure and the crude product was purified by column chromatography with ethyl acetate-hexane as eluent to give acetic acid N′-benzyl-hydrazide (1.7 g, 87%) as a white solid. Starting materials: O (water), C([O-])([O-])=O.[K+].[K+] (potassium carbonate), C(C)(=O)O.C(C)(=O)O.IC1=CC=CC=C1 (iodobenzene diacetate), ClC=1C=CC2=C(C(=C(O2)C2=CC=C(C=C2)F)C=2NCCN2)C1F (2-(5-chloro-4-fluoro-2-(4-fluorophenyl)benzofuran-3-yl)-4,5-dihydro-1H-imidazole). Run in CS(=O)C (DMSO). Reaction conditions: time 8 hour. The product is ClC=1C=CC2=C(C(=C(O2)C2=CC=C(C=C2)F)C=2NC=CN2)C1F (2-(5-chloro-4-fluoro-2-(4-fluorophenyl)benzofuran-3-yl)-1H-imidazole). The yield is 38.7%. RXN SMILES: [Cl:1][C:2]1[CH:3]=[CH:4][C:5]2[O:9][C:8]([C:10]3[CH:15]=[CH:14][C:13]([F:16])=[CH:12][CH:11]=3)=[C:7]([C:17]3[NH:18][CH2:19][CH2:20][N:21]=3)[C:6]=2[C:22]=1[F:23].C(=O)([O-])[O-].[K+].[K+].C(O)(=O)C.C(O)(=O)C.IC1C=CC=CC=1.O>CS(C)=O>[Cl:1][C:2]1[CH:3]=[CH:4][C:5]2[O:9][C:8]([C:10]3[CH:15]=[CH:14][C:13]([F:16])=[CH:12][CH:11]=3)=[C:7]([C:17]3[NH:21][CH:20]=[CH:19][N:18]=3)[C:6]=2[C:22]=1[F:23] |f:1.2.3,4.5.6|. Procedure: To a mixture of 2-(5-chloro-4-fluoro-2-(4-fluorophenyl)benzofuran-3-yl)-4,5-dihydro-1H-imidazole (0.65 g, 1.954 mmol) in DMSO (5 ml) in a 25 ml RB flask was added potassium carbonate (0.405 g, 2.93 mmol) and iodobenzene diacetate (0.755 g, 2.344 mmol). The reaction mixture was stirred at room temperature in darkness overnight. The reaction mixture was added water and extracted with ethyl acetate (3×25 ml). The combined organic extracts were dried over Na2SO4, filtered and concentrated. The crude... Starting materials: CCCCCCCCP(CCCCCCCC)CCCCCCCC, ClCCl, O=P(Cl)(Cl)c1ccc(Cl)cc1. Yields the product Clc1ccc(P(Cl)Cl)cc1. Reaction SMILES: [CH2:12]([P:13]([CH2:14][CH2:15][CH2:16][CH2:17][CH2:18][CH2:19][CH2:20][CH3:21])[CH2:22][CH2:23][CH2:24][CH2:25][CH2:26][CH2:27][CH2:28][CH3:29])[CH2:30][CH2:31][CH2:32][CH2:33][CH2:34][CH2:35][CH3:36].[CH2:37]([Cl:38])[Cl:39].[Cl:1][c:2]1[cH:3][cH:4][c:5]([P:8](=[O:9])([Cl:10])[Cl:11])[cH:6][cH:7]1>>[Cl:1][c:2]1[cH:3][cH:4][c:5]([P:8]([Cl:10])[Cl:11])[cH:6][cH:7]1. The reactants are C(C)(C)(C)OC(=O)N1CCC(CC1)(C(=O)OCC)CC1=CC(=CC=C1)CNS(=O)(=O)C (ethyl N-tert-butoxycarbonyl-4-[3-(methane-sulfonylaminomethyl)benzyl]piperidine-4-carboxylate), Cl (hydrogen chloride), resultant solution. The solvent is ClCCl (dichloromethane). Conditions: time 2.5 hour. Yields the product Cl.CS(=O)(=O)NCC=1C=C(CC2(CCNCC2)C(=O)OCC)C=CC1 (Ethyl 4-[3-(methanesulfonylaminomethyl)-benzyl]piperidine-4-carboxylate hydrochloride salt). As a reaction SMILES: C(OC([N:8]1[CH2:13][CH2:12][C:11]([CH2:19][C:20]2[CH:25]=[CH:24][CH:23]=[C:22]([CH2:26][NH:27][S:28]([CH3:31])(=[O:30])=[O:29])[CH:21]=2)([C:14]([O:16][CH2:17][CH3:18])=[O:15])[CH2:10][CH2:9]1)=O)(C)(C)C.[ClH:32]>ClCCl>[ClH:32].[CH3:31][S:28]([NH:27][CH2:26][C:22]1[CH:21]=[C:20]([CH:25]=[CH:24][CH:23]=1)[CH2:19][C:11]1([C:14]([O:16][CH2:17][CH3:18])=[O:15])[CH2:12][CH2:13][NH:8][CH2:9][CH2:10]1)(=[O:29])=[O:30] |f:3.4|. Procedure: A solution of ethyl N-tert-butoxycarbonyl-4-[3-(methane-sulfonylaminomethyl)benzyl]piperidine-4-carboxylate (270 mg) in dichloromethane (40 mL) at 0° C. was saturated with hydrogen chloride gas. The resultant solution was sealed with a rubber septum and stirred at room temp. for 2.5 h. The product solution was concentrated under vacuum to provide the title compound Reactants: C1CCOC1, O=C(O)c1nc(C(F)(F)F)cs1, [NH4+], [OH-]. The product is NC(=O)c1nc(C(F)(F)F)cs1. RXN SMILES: [CH2:15]1[O:16][CH2:17][CH2:18][CH2:19]1.[F:1][C:2]([c:3]1[n:4][c:5]([C:8](=[O:9])[OH:10])[s:6][cH:7]1)([F:11])[F:12].[NH4+:14].[OH-:13]>>[F:1][C:2]([c:3]1[n:4][c:5]([C:8](=[O:9])[NH2:14])[s:6][cH:7]1)([F:11])[F:12].